Dataset: the Open Reaction Database (ORD), a public repository of structured organic reaction records. Task: describe an organic reaction: reactants, conditions, products, and yield The reactants are BrC(C1=CC2=CC=C(C=C2C=C1)OC)Br (2-dibromomethyl-6-methoxynaphthalene), O (water), CC(=O)C (acetone). RXN SMILES: BrC(Br)[C:3]1[CH:12]=[CH:11][C:10]2[C:5](=[CH:6][CH:7]=[C:8]([O:13][CH3:14])[CH:9]=2)[CH:4]=1.O.C[C:18](C)=[O:19]>>[CH3:14][O:13][C:8]1[CH:7]=[CH:6][C:5]2[C:10](=[CH:11][CH:12]=[CH:3][CH:4]=2)[C:9]=1[CH:18]=[O:19]. Yields the product COC1=C(C2=CC=CC=C2C=C1)C=O (2-methoxynaphthaldehyde). Conditions: temperature 24 celsius, time 10 hour. Reported procedure: A solution of 2-dibromomethyl-6-methoxynaphthalene (3 g) in acetone (25 ml) was treated with water (7 ml) and the mixture stirred at 24° C. for 10 hours. The solvent was removed under vacuum and the residue dissolved in toluene (30 ml). The toluene solution was washed with saturated sodium bicarbonate solution (2×10 ml) and water (10 ml) and dried over MgSO4. The dried solution was filtered and the filtrate evaporated down to a yellowish-brown semi-solid. This was recrystallised twice from isopr... Reactants: C, CCOC(C)=O, CCOC(=O)C(CCCCCCC=CCC1Cc2cc(OC)ccc2C2CCC3(C)C(O)CCC3C12)CCCC(F)(F)C(F)(F)F, [Pd]. Yields the product CCOC(=O)C(CCCCCCCCCC1Cc2cc(OC)ccc2C2CCC3(C)C(O)CCC3C12)CCCC(F)(F)C(F)(F)F. Reaction SMILES: [C:53].[CH3:47][CH2:48][O:49][C:50](=[O:51])[CH3:52].[OH:1][CH:2]1[C:3]2([CH3:4])[CH:5]([CH2:6][CH2:7]1)[CH:8]1[CH:9]([CH2:22][CH:23]=[CH:24][CH2:25][CH2:26][CH2:27][CH2:28][CH2:29][CH2:30][CH:31]([C:32](=[O:33])[O:34][CH2:35][CH3:36])[CH2:37][CH2:38][CH2:39][C:40]([C:41]([F:42])([F:43])[F:44])([F:45])[F:46])[CH2:10][c:11]3[cH:12][c:13]([O:20][CH3:21])[cH:14][cH:15][c:16]3[CH:17]1[CH2:18][CH2:19]2.[Pd:54]>>[OH:1][CH:2]1[C:3]2([CH3:4])[CH:5]([CH2:6][CH2:7]1)[CH:8]1[CH:9]([CH2:22][CH2:23][CH2:24][CH2:25][CH2:26][CH2:27][CH2:28][CH2:29][CH2:30][CH:31]([C:32](=[O:33])[O:34][CH2:35][CH3:36])[CH2:37][CH2:38][CH2:39][C:40]([C:41]([F:42])([F:43])[F:44])([F:45])[F:46])[CH2:10][c:11]3[cH:12][c:13]([O:20][CH3:21])[cH:14][cH:15][c:16]3[CH:17]1[CH2:18][CH2:19]2. Reactants: COC1=CC=C(C(C(=O)O)=C1)N (5-methoxyanthranilic acid), Cl.ClC1=CC=NC=C1 (4-chloropyridine hydrochloride), ( a ). The product is COC=1C=CC(=C(C(=O)O)C1)NC1=CC=NC=C1 (5-methoxy-2-(4-pyridinylamino)benzoic acid). Yield: 111.7%. As a reaction SMILES: [CH3:1][O:2][C:3]1[CH:11]=[C:7]([C:8]([OH:10])=[O:9])[C:6]([NH2:12])=[CH:5][CH:4]=1.Cl.Cl[C:15]1[CH:20]=[CH:19][N:18]=[CH:17][CH:16]=1>>[CH3:1][O:2][C:3]1[CH:4]=[CH:5][C:6]([NH:12][C:15]2[CH:20]=[CH:19][N:18]=[CH:17][CH:16]=2)=[C:7]([CH:11]=1)[C:8]([OH:10])=[O:9] |f:1.2|. Reported procedure: 5-Methoxy-2-(4-pyridinylamino)benzoic acid was prepared from 4.9 g of 5-methoxyanthranilic acid and 4.4 g of 4-chloropyridine hydrochloride according to the procedure of Example 1, part (a). There was obtained 8.0 g of 5-methoxy-2-(4-pyridinylamino)benzoic acid which was recrystallized from water and used directly in the next reaction. Reaction conditions: time 10 minute. Run in C(Cl)Cl (CH2Cl2). Reactants: C(C1=CC=CC=C1)N1C(=C(C2=CC=C(C=C12)CO)C(=O)NCC1=CC(=C(C=C1)F)F)C(C)C (1-benzyl-N-(3,4-difluorobenzyl)-6-(hydroxymethyl)-2-isopropyl-1H-indole-3-carboxamide), C(C1=CC=CC=C1)N1C(=C(C2=CC=C(C=C12)CO)C(=O)NCC1=CC(=C(C=C1)F)F)C(C)C (1-benzyl-N-(3,4-difluorobenzyl)-6-(hydroxymethyl)-2-isopropyl-1H-indole-3-carboxamide), powder, C[N+]1(CCOCC1)[O-] (NMO). The reagents and catalysts are CCC[N+](CCC)(CCC)CCC.[O-][Ru](=O)(=O)=O (TPAP). As a reaction SMILES: [CH2:1]([N:8]1[C:16]2[C:11](=[CH:12][CH:13]=[C:14]([CH2:17][OH:18])[CH:15]=2)[C:10]([C:19]([NH:21][CH2:22][C:23]2[CH:28]=[CH:27][C:26]([F:29])=[C:25]([F:30])[CH:24]=2)=[O:20])=[C:9]1[CH:31]([CH3:33])[CH3:32])[C:2]1[CH:7]=[CH:6][CH:5]=[CH:4][CH:3]=1.C[N+]1([O-])CCOCC1>C(Cl)Cl.CCC[N+](CCC)(CCC)CCC.[O-][Ru](=O)(=O)=O>[CH2:1]([N:8]1[C:16]2[C:11](=[CH:12][CH:13]=[C:14]([CH:17]=[O:18])[CH:15]=2)[C:10]([C:19]([NH:21][CH2:22][C:23]2[CH:28]=[CH:27][C:26]([F:29])=[C:25]([F:30])[CH:24]=2)=[O:20])=[C:9]1[CH:31]([CH3:33])[CH3:32])[C:2]1[CH:7]=[CH:6][CH:5]=[CH:4][CH:3]=1 |f:3.4|. Procedure details: To a solution of 1-benzyl-N-(3,4-difluorobenzyl)-6-(hydroxymethyl)-2-isopropyl-1H-indole-3-carboxamide (Compound 52, 340 mg, 0.759 mmol) in CH2Cl2 (10 ml) at 25° C. under argon was added molecular sieve powder (300 mg), NMO (267 mg, 2.28 mmol), TPAP (26 mg, 0.08 mmol). The reaction was stirred for 10 minutes, then concentrated in vacuo. The residue was purified by chromatography on silica gel (0→25% EtOAc-hexanes) to yield the title compound as a light yellow solid. Yields the product C(C1=CC=CC=C1)N1C(=C(C2=CC=C(C=C12)C=O)C(=O)NCC1=CC(=C(C=C1)F)F)C(C)C (1-Benzyl-N-(3,4-difluorobenzyl)-6-formyl-2-isopropyl-1H-indole-3-carboxamide). Conditions: temperature 100 celsius, time 10 minute. Product: BrC=1C=C(C(=NC1)C)N(S(=O)(=O)C)S(=O)(=O)C (N-(5-Bromo-2-Methylpyridin-3-yl)-N-(Methylsulfonyl)Methanesulfonamide). Yield: 30.0%. Procedure details: To a solution of 5-bromo-2-methylpyridin-3-amine (PharmaBlock) (2.000 g, 10.69 mmol) in pyridine (15.0 mL) was added 4-dimethylaminopyridine (Aldrich) (0.131 g, 1.069 mmol) and methanesulfonyl chloride (2.5 mL, 32.1 mmol). The resulting mixture was heated to 100° C. under N2 for 2 h. Reaction was cooled to rt. The reaction mixture was poured into the beaker which filled with EtOAc (50 ml) and hand stirred for 10 minutes. The organic layer was decanted into a round-bottom flask. The original mixt... The reactants are BrC=1C=C(C(=NC1)C)N (5-bromo-2-methylpyridin-3-amine), CS(=O)(=O)Cl (methanesulfonyl chloride), CCOC(=O)C (EtOAc). As a reaction SMILES: [Br:1][C:2]1[CH:3]=[C:4]([NH2:9])[C:5]([CH3:8])=[N:6][CH:7]=1.[CH3:10][S:11](Cl)(=[O:13])=[O:12].CCOC(C)=O>N1C=CC=CC=1.CN(C)C1C=CN=CC=1>[Br:1][C:2]1[CH:3]=[C:4]([N:9]([S:11]([CH3:10])(=[O:13])=[O:12])[S:11]([CH3:10])(=[O:13])=[O:12])[C:5]([CH3:8])=[N:6][CH:7]=1. Solvent: N1=CC=CC=C1 (pyridine). The reagents and catalysts are CN(C1=CC=NC=C1)C (4-dimethylaminopyridine). The reactants are O=C([O-])[O-], COc1ccc(O)cc1, CN(C)C=O, [Cl-], C#CCOc1cc(Cl)ncn1, [K+], [K+], [NH4+]. Yields the product C#CCOc1cc(Oc2ccc(OC)cc2)ncn1. RXN SMILES: [C:12](=[O:13])([O-:14])[O-:15].[CH3:18][O:19][c:20]1[cH:21][cH:22][c:23]([OH:26])[cH:24][cH:25]1.[CH3:29][N:30]([CH3:31])[CH:32]=[O:33].[Cl-:27].[Cl:1][c:2]1[n:3][cH:4][n:5][c:6]([O:8][CH2:9][C:10]#[CH:11])[cH:7]1.[K+:16].[K+:17].[NH4+:28]>>[c:2]1([O:26][c:23]2[cH:22][cH:21][c:20]([O:19][CH3:18])[cH:25][cH:24]2)[n:3][cH:4][n:5][c:6]([O:8][CH2:9][C:10]#[CH:11])[cH:7]1. Reactants: C(C1=CC=CC=C1)OC=1C=C(C=CC1)C1=CC(=CC=C1)CCC(=O)O (3-(3′-benzyloxy-biphenyl-3-yl)propionic acid), S(O)(O)(=O)=O (sulfuric acid), [H-].[Al+3].[Li+].[H-].[H-].[H-] (lithium aluminium hydride), O (water). Run in C1CCOC1 (THF), C1CCOC1 (THF). Conditions: time 1 hour. Yields the product C(C1=CC=CC=C1)OC=1C=C(C=CC1)C1=CC(=CC=C1)CCCO (3-(3′-Benzyloxybiphenyl-3-yl)propanol). As a reaction SMILES: [H-].[Al+3].[Li+].[H-].[H-].[H-].[CH2:7]([O:14][C:15]1[CH:16]=[C:17]([C:21]2[CH:26]=[CH:25][CH:24]=[C:23]([CH2:27][CH2:28][C:29](O)=[O:30])[CH:22]=2)[CH:18]=[CH:19][CH:20]=1)[C:8]1[CH:13]=[CH:12][CH:11]=[CH:10][CH:9]=1.O.S(=O)(=O)(O)O>C1COCC1>[CH2:7]([O:14][C:15]1[CH:16]=[C:17]([C:21]2[CH:26]=[CH:25][CH:24]=[C:23]([CH2:27][CH2:28][CH2:29][OH:30])[CH:22]=2)[CH:18]=[CH:19][CH:20]=1)[C:8]1[CH:13]=[CH:12][CH:11]=[CH:10][CH:9]=1 |f:0.1.2.3.4.5|. Procedure: 1.1 g (29 mmol) of lithium aluminium hydride are initially introduced in 50 ml of THF, and a solution of 8.0 g (24.1 mmol) of 3-(3′-benzyloxy-biphenyl-3-yl)propionic acid in 50 ml of THF is added. The batch is stirred at room temp. for 1 h, heated under reflux for 1 h, added to water and acidified using dil. sulfuric acid. The aqueous phase is separated off and extracted with MTB ether. The combined org. phases are washed with water and sat. sodium chloride soln. and dried over sodium sulfate. T... Isolated yield 70.0%. Procedure details: To a stirred solution of pyrrolidine (0.047 ml, 0.58 mmol) in DMSO (5 ml) was added K2CO3 (159 mg, 1.15 mmol) and 6-chloro-4-(3-chloro-phenyl)-2-trifluoromethanesulfonyloxy-quinoline-3-carboxylic acid tert-butyl ester (prepared as described in example 91 step C, 150 mg, 0.29 mmol) at room temperature. The resulting reaction mixture was stirred at 90° C. for 3 h. After cooling, the reaction mixture was diluted with water (15 ml) and extracted with ethyl acetate (3×30 ml). The separated organic la... RXN SMILES: [NH:1]1[CH2:5][CH2:4][CH2:3][CH2:2]1.C([O-])([O-])=O.[K+].[K+].[C:12]([O:16][C:17]([C:19]1[C:20](OS(C(F)(F)F)(=O)=O)=[N:21][C:22]2[C:27]([C:28]=1[C:29]1[CH:34]=[CH:33][CH:32]=[C:31]([Cl:35])[CH:30]=1)=[CH:26][C:25]([Cl:36])=[CH:24][CH:23]=2)=[O:18])([CH3:15])([CH3:14])[CH3:13]>CS(C)=O.O>[C:12]([O:16][C:17]([C:19]1[C:20]([N:1]2[CH2:5][CH2:4][CH2:3][CH2:2]2)=[N:21][C:22]2[C:27]([C:28]=1[C:29]1[CH:34]=[CH:33][CH:32]=[C:31]([Cl:35])[CH:30]=1)=[CH:26][C:25]([Cl:36])=[CH:24][CH:23]=2)=[O:18])([CH3:15])([CH3:13])[CH3:14] |f:1.2.3|. Starting materials: N1CCCC1 (pyrrolidine), C(=O)([O-])[O-].[K+].[K+] (K2CO3), C(C)(C)(C)OC(=O)C=1C(=NC2=CC=C(C=C2C1C1=CC(=CC=C1)Cl)Cl)OS(=O)(=O)C(F)(F)F (6-chloro-4-(3-chloro-phenyl)-2-trifluoromethanesulfonyloxy-quinoline-3-carboxylic acid tert-butyl ester). Solvent: CS(=O)C (DMSO), O (water). Product: C(C)(C)(C)OC(=O)C=1C(=NC2=CC=C(C=C2C1C1=CC(=CC=C1)Cl)Cl)N1CCCC1 (6-chloro-4-(3-chloro-phenyl)-2-pyrrolidin-1-yl-quinoline-3-carboxylic acid tert-butyl ester). Conditions: temperature 90 celsius, time 3 hour.